Dataset: the Open Reaction Database (ORD), a public repository of structured organic reaction records. Task: describe an organic reaction: reactants, conditions, products, and yield Reactants: ice water, FC1=CC=C(C=C1)N1N=C(C=C1C1=CC=C(C=C1)S(=O)(=O)C)C#N (1-(4-fluoropheny)-5-[4-(methylsulfonyl)phenyl]pyrazole-3-carbonitrile), [Cl-].[NH4+] (ammonium chloride), [N-]=[N+]=[N-].[Na+] (sodium azide). Run in CN(C=O)C (N,N-dimethylformamide). Conditions: temperature 105 celsius, time 10 hour. Yields the product FC1=CC=C(C=C1)N1N=C(C=C1C1=CC=C(C=C1)S(=O)(=O)C)C1=NN=NN1 (1-(4-fluorophenyl)-5-[4-(methylsulfonyl)phenyl]-3-(5-tetrazolyl)pyrazole). Yield: 63.1%. Reaction SMILES: [F:1][C:2]1[CH:7]=[CH:6][C:5]([N:8]2[C:12]([C:13]3[CH:18]=[CH:17][C:16]([S:19]([CH3:22])(=[O:21])=[O:20])=[CH:15][CH:14]=3)=[CH:11][C:10]([C:23]#[N:24])=[N:9]2)=[CH:4][CH:3]=1.[Cl-].[NH4+].[N-:27]=[N+:28]=[N-:29].[Na+]>CN(C)C=O>[F:1][C:2]1[CH:3]=[CH:4][C:5]([N:8]2[C:12]([C:13]3[CH:18]=[CH:17][C:16]([S:19]([CH3:22])(=[O:21])=[O:20])=[CH:15][CH:14]=3)=[CH:11][C:10]([C:23]3[NH:29][N:28]=[N:27][N:24]=3)=[N:9]2)=[CH:6][CH:7]=1 |f:1.2,3.4|. Procedure details: A mixture of 1-(4-fluoropheny)-5-[4-(methylsulfonyl)phenyl]pyrazole-3-carbonitrile (1 g), ammonium chloride (0.25 g) and sodium azide (0.24 g) in N,N-dimethylformamide (10 ml) was stirred at 105° C. for 10 hours. The mixture was poured into ice-water, and the precipitates were collected, washed with water, and recrystallized from a mixture of ethanol and tetrahydrofuran to give crystals of 1-(4-fluorophenyl)-5-[4-(methylsulfonyl)phenyl]-3-(5-tetrazolyl)pyrazole (0.71 g). Reactants: OC=C1C(NC2=CC(=CC=C12)C(=O)C=1C=C(C=CC1)NC(=O)C=1N(N=CC1)C1=CC=CC=C1)=O (2-Phenyl-2H-pyrazole-3-carboxylic acid [3-(3-hydroxymethylene-2-oxo-2,3-dihydro-1H-indole-6-carbonyl)-phenyl]-amide), CN1CCN(CC1)C1=CC=C(C=C1)N (4-(4-methyl-piperazin-1-yl)-phenylamine). The solvent is C1CCOC1 (THF). Run at temperature 65 celsius, time 24 hour. Yields the product CN1CCN(CC1)C1=CC=C(C=C1)NC=C1C(NC2=CC(=CC=C12)C(=O)C=1C=C(C=CC1)NC(=O)C=1N(N=CC1)C1=CC=CC=C1)=O (2-Phenyl-2H-pyrazole-3-carboxylic acid [3-(3-{[4-(4-methyl-piperazin-1-yl)-phenylamino]-methylene}-2-oxo-2,3-dihydro-1H-indole-6-carbonyl)-phenyl]-amide). Isolated yield 81.0%. RXN SMILES: O[CH:2]=[C:3]1[C:11]2[C:6](=[CH:7][C:8]([C:12]([C:14]3[CH:15]=[C:16]([NH:20][C:21]([C:23]4[N:24]([C:28]5[CH:33]=[CH:32][CH:31]=[CH:30][CH:29]=5)[N:25]=[CH:26][CH:27]=4)=[O:22])[CH:17]=[CH:18][CH:19]=3)=[O:13])=[CH:9][CH:10]=2)[NH:5][C:4]1=[O:34].[CH3:35][N:36]1[CH2:41][CH2:40][N:39]([C:42]2[CH:47]=[CH:46][C:45]([NH2:48])=[CH:44][CH:43]=2)[CH2:38][CH2:37]1>C1COCC1>[CH3:35][N:36]1[CH2:37][CH2:38][N:39]([C:42]2[CH:47]=[CH:46][C:45]([NH:48][CH:2]=[C:3]3[C:11]4[C:6](=[CH:7][C:8]([C:12]([C:14]5[CH:15]=[C:16]([NH:20][C:21]([C:23]6[N:24]([C:28]7[CH:29]=[CH:30][CH:31]=[CH:32][CH:33]=7)[N:25]=[CH:26][CH:27]=6)=[O:22])[CH:17]=[CH:18][CH:19]=5)=[O:13])=[CH:9][CH:10]=4)[NH:5][C:4]3=[O:34])=[CH:44][CH:43]=2)[CH2:40][CH2:41]1. Reported procedure: A small screw cap test tube was charged with 2-Phenyl-2H-pyrazole-3-carboxylic acid [3-(3-hydroxymethylene-2-oxo-2,3-dihydro-1H-indole-6-carbonyl)-phenyl]-amide (prepared below, 100 mg, 0.222 mmol) and THF (2.5 mL). To the resulting solution was added 4-(4-methyl-piperazin-1-yl)-phenylamine (42.2 mg, 0.221 mmol), and the mixture was stirred for 24 h at 65° C. Subsequently, the reaction mixture was cooled to room temperature and concentrated in vacuo. The solid residue was redissolved in EtOAc (5... Reported procedure: 5-(2-chloro-5-fluoro-3-pyridinyl)-1-(3-{(1S,5R)-1-[4-(trifluoromethyl)phenyl]-3-azabicyclo[3.1.0]hex-3-yl}propyl)-2,4(1H,3H)-pyrimidinedione was dissolved in dioxane and treated with 4N HCl in dioxane (2 eq), to give the title compound as a white powder. Reactants: ClC1=NC=C(C=C1C=1C(NC(N(C1)CCCN1C[C@]2(C[C@H]2C1)C1=CC=C(C=C1)C(F)(F)F)=O)=O)F (5-(2-chloro-5-fluoro-3-pyridinyl)-1-(3-{(1S,5R)-1-[4-(trifluoromethyl)phenyl]-3-azabicyclo[3.1.0]hex-3-yl}propyl)-2,4(1H,3H)-pyrimidinedione), Cl (HCl). The product is Cl.Cl.ClC1=NC=C(C=C1C=1C(NC(N(C1)CCCN1C[C@]2(C[C@H]2C1)C1=CC=C(C=C1)C(F)(F)F)=O)=O)F (5-(2-chloro-5-fluoro-3-pyridinyl)-1-(3-{(1S,5R)-1-[4-(trifluoromethyl)phenyl]-3-azabicyclo[3.1.0]hex-3-yl}propyl)-2,4(1H,3H)-pyrimidinedione dihydrochloride). The solvent is O1CCOCC1 (dioxane), O1CCOCC1 (dioxane). RXN SMILES: [Cl:1][C:2]1[C:7]([C:8]2[C:9](=[O:34])[NH:10][C:11](=[O:33])[N:12]([CH2:14][CH2:15][CH2:16][N:17]3[CH2:22][C@H:21]4[C@:19]([C:23]5[CH:28]=[CH:27][C:26]([C:29]([F:32])([F:31])[F:30])=[CH:25][CH:24]=5)([CH2:20]4)[CH2:18]3)[CH:13]=2)=[CH:6][C:5]([F:35])=[CH:4][N:3]=1.[ClH:36]>O1CCOCC1>[ClH:1].[ClH:36].[Cl:1][C:2]1[C:7]([C:8]2[C:9](=[O:34])[NH:10][C:11](=[O:33])[N:12]([CH2:14][CH2:15][CH2:16][N:17]3[CH2:22][C@H:21]4[C@:19]([C:23]5[CH:28]=[CH:27][C:26]([C:29]([F:31])([F:32])[F:30])=[CH:25][CH:24]=5)([CH2:20]4)[CH2:18]3)[CH:13]=2)=[CH:6][C:5]([F:35])=[CH:4][N:3]=1 |f:3.4.5|. The reactants are CC(C)=O, CCOCC, CI, [K+], [K+], O=C([O-])[O-], CC(O)C(=O)c1ccccc1. Yields the product COC(C)C(=O)c1ccccc1. RXN SMILES: [CH3:20][C:21](=[O:22])[CH3:23].[CH3:24][CH2:25][O:26][CH2:27][CH3:28].[I:12][CH3:13].[K+:14].[K+:15].[O-:16][C:17]([O-:18])=[O:19].[OH:1][CH:2]([C:3](=[O:4])[c:5]1[cH:6][cH:7][cH:8][cH:9][cH:10]1)[CH3:11]>>[O:1]([CH:2]([C:3](=[O:4])[c:5]1[cH:6][cH:7][cH:8][cH:9][cH:10]1)[CH3:11])[CH3:17]. Reaction SMILES: [CH:1]([CH3:2])([CH3:3])[CH:4]1[C:5](=[O:37])[N:6]2[CH:7]([C:33](=[O:34])[O:35][CH3:36])[CH2:8][CH:9]([O:10][c:11]3[n:12][cH:13][cH:14][c:15]4[cH:16][cH:17][c:18]([cH:30][c:31]34)[CH2:19][CH2:20][CH2:21][CH2:22][CH2:23][c:24]3[n:25][n:26][c:27]([o:29]3)[NH:28]1)[CH2:32]2.[Cl:59][CH2:60][Cl:61].[I:46][N:47]1[C:48](=[O:49])[CH2:50][CH2:51][C:52]1=[O:53].[Na+:58].[O-:54][C:55]([OH:56])=[O:57].[OH:38][S:39]([C:40]([F:41])([F:42])[F:43])(=[O:44])=[O:45]>>[CH:1]([CH3:2])([CH3:3])[CH:4]1[C:5](=[O:37])[N:6]2[CH:7]([C:33](=[O:34])[O:35][CH3:36])[CH2:8][CH:9]([O:10][c:11]3[n:12][cH:13][c:14]([I:46])[c:15]4[cH:16][cH:17][c:18]([cH:30][c:31]34)[CH2:19][CH2:20][CH2:21][CH2:22][CH2:23][c:24]3[n:25][n:26][c:27]([o:29]3)[NH:28]1)[CH2:32]2. Reactants: COC(=O)C1CC2CN1C(=O)C(C(C)C)Nc1nnc(o1)CCCCCc1ccc3ccnc(c3c1)O2, ClCCl, O=C1CCC(=O)N1I, [Na+], O=C([O-])O, O=S(=O)(O)C(F)(F)F. Product: COC(=O)C1CC2CN1C(=O)C(C(C)C)Nc1nnc(o1)CCCCCc1ccc3c(I)cnc(c3c1)O2. The reactants are C1CCC2=NCCCN2CC1, CC(O)c1ccccn1, COCCOC, CSc1nc(N)nc(-c2ccc(C)o2)c1C#N. The product is Cc1ccc(-c2nc(N)nc(OC(C)c3ccccn3)c2C#N)o1. As a reaction SMILES: [CH2:27]1[CH2:28][CH2:29][C:30]2=[N:35][CH2:34][CH2:33][CH2:32][N:31]2[CH2:36][CH2:37]1.[CH3:18][CH:19]([OH:20])[c:21]1[n:22][cH:23][cH:24][cH:25][cH:26]1.[CH3:38][O:39][CH2:40][CH2:41][O:42][CH3:43].[NH2:1][c:2]1[n:3][c:4]([S:16][CH3:17])[c:5]([C:14]#[N:15])[c:6](-[c:8]2[o:9][c:10]([CH3:13])[cH:11][cH:12]2)[n:7]1>>[NH2:1][c:2]1[n:3][c:4]([O:20][CH:19]([CH3:18])[c:21]2[n:22][cH:23][cH:24][cH:25][cH:26]2)[c:5]([C:14]#[N:15])[c:6](-[c:8]2[o:9][c:10]([CH3:13])[cH:11][cH:12]2)[n:7]1. The reactants are CC(C)(C)[O-].[Na+] (NaOtBu), CC=1N=C(N2N=C(N=CC21)N)C2=CC(=CC=C2)C(F)(F)F (5-methyl-7-[3-(trifluoromethyl)phenyl]imidazo[5,1-f][1,2,4]triazin-2-amine), C(C)(C)(C)P(C1=C(C=CC=C1)C1=CC=CC=C1)C(C)(C)C (2-(Di-t-butylphosphino)biphenyl), CC=1N=C(N2N=C(N=CC21)N)C2=CC(=CC=C2)C(F)(F)F (5-methyl-7-[3-(trifluoromethyl)phenyl]imidazo[5,1-f][1,2,4]triazin-2-amine), BrC1=CC=C(C=C1)NC(C)=O (N-(4-bromophenyl)acetamide). Reagents/catalysts: C=1C=CC(=CC1)/C=C/C(=O)/C=C/C2=CC=CC=C2.C=1C=CC(=CC1)/C=C/C(=O)/C=C/C2=CC=CC=C2.C=1C=CC(=CC1)/C=C/C(=O)/C=C/C2=CC=CC=C2.[Pd].[Pd] (Pd2(dba)3). Run in O1CCOCC1 (1,4-dioxane). Product: CC=1N=C(N2N=C(N=CC21)NC2=CC=C(C=C2)NC(C)=O)C2=CC(=CC=C2)C(F)(F)F (N-[4-({5-methyl-7-[3-(trifluoromethyl)phenyl]imidazo[5,1-f][1,2,4]triazin-2-yl}amino)phenyl]acetamide). Yield: 39.1%. As a reaction SMILES: [CH3:1][C:2]1[N:3]=[C:4]([C:12]2[CH:17]=[CH:16][CH:15]=[C:14]([C:18]([F:21])([F:20])[F:19])[CH:13]=2)[N:5]2[C:10]=1[CH:9]=[N:8][C:7]([NH2:11])=[N:6]2.Br[C:23]1[CH:28]=[CH:27][C:26]([NH:29][C:30](=[O:32])[CH3:31])=[CH:25][CH:24]=1.C(P(C(C)(C)C)C1C=CC=CC=1C1C=CC=CC=1)(C)(C)C.CC([O-])(C)C.[Na+]>O1CCOCC1.C1C=CC(/C=C/C(/C=C/C2C=CC=CC=2)=O)=CC=1.C1C=CC(/C=C/C(/C=C/C2C=CC=CC=2)=O)=CC=1.C1C=CC(/C=C/C(/C=C/C2C=CC=CC=2)=O)=CC=1.[Pd].[Pd]>[CH3:1][C:2]1[N:3]=[C:4]([C:12]2[CH:17]=[CH:16][CH:15]=[C:14]([C:18]([F:21])([F:19])[F:20])[CH:13]=2)[N:5]2[C:10]=1[CH:9]=[N:8][C:7]([NH:11][C:23]1[CH:28]=[CH:27][C:26]([NH:29][C:30](=[O:32])[CH3:31])=[CH:25][CH:24]=1)=[N:6]2 |f:3.4,6.7.8.9.10|. Procedure: In a similar manner as described for Example 41, 5-methyl-7-[3-(trifluoromethyl)phenyl]imidazo[5,1-f][1,2,4]triazin-2-amine (Intermediate 45) (0.025 g, 0.09 mmol), N-(4-bromophenyl)acetamide (0.018 g, 0.09 mmol), Pd2(dba)3 (0.008 g, 0.01 mmol), 2-(Di-t-butylphosphino)biphenyl (0.008 g, 0.03 mmol), and NaOtBu (0.011 g, 0.11 mmol) in 1,4-dioxane (1 mL) gave N-[4-({5-methyl-7-[3-(trifluoromethyl)phenyl]imidazo[5,1-f][1,2,4]triazin-2-yl}amino)phenyl]acetamide (0.015 g) as a yellow solid. 1H NMR (DMS...